Task: describe an organic reaction: reactants, conditions, products, and yield. Dataset: the Open Reaction Database (ORD), a public repository of structured organic reaction records The reactants are BrCCC=C(c1ccccc1)c1ccccc1, CN(C)P(=O)(N(C)C)N(C)C, N#C[Na], O. Yields the product N#CCCC=C(c1ccccc1)c1ccccc1. RXN SMILES: [Br:4][CH2:5][CH2:6][CH:7]=[C:8]([c:9]1[cH:10][cH:11][cH:12][cH:13][cH:14]1)[c:15]1[cH:16][cH:17][cH:18][cH:19][cH:20]1.[CH3:22][N:23]([P:24]([N:25]([CH3:26])[CH3:27])([N:28]([CH3:29])[CH3:30])=[O:31])[CH3:32].[Na:1][C:2]#[N:3].[OH2:21]>>[C:2](#[N:3])[CH2:5][CH2:6][CH:7]=[C:8]([c:9]1[cH:10][cH:11][cH:12][cH:13][cH:14]1)[c:15]1[cH:16][cH:17][cH:18][cH:19][cH:20]1. Reactants: O=C(Nc1ccc(CBr)c(C(F)(F)F)c1)C(F)(F)F, CCOP(OCC)OCC, Cc1ccccc1. Yields the product CCOP(=O)(Cc1ccc(NC(=O)C(F)(F)F)cc1C(F)(F)F)OCC. RXN SMILES: [Br:1][CH2:2][c:3]1[c:4]([C:16]([F:17])([F:18])[F:19])[cH:5][c:6]([NH:9][C:10]([C:11]([F:12])([F:13])[F:14])=[O:15])[cH:7][cH:8]1.[CH2:20]([CH3:21])[O:22][P:23]([O:24][CH2:25][CH3:26])[O:27][CH2:28][CH3:29].[CH3:30][c:31]1[cH:32][cH:33][cH:34][cH:35][cH:36]1>>[CH2:2]([c:3]1[c:4]([C:16]([F:17])([F:18])[F:19])[cH:5][c:6]([NH:9][C:10]([C:11]([F:12])([F:13])[F:14])=[O:15])[cH:7][cH:8]1)[P:23]([O:22][CH2:20][CH3:21])([O:24][CH2:25][CH3:26])=[O:27]. Reactants: FC1=C(C=C(C(=C1)[N+](=O)[O-])F)C(C(=O)O)CC(C)C (2-(2,5-difluoro-4-nitro-phenyl)-4-methyl-pentanoic acid), CCO (EtOH), OS(=O)(=O)O (H2SO4). The product is C(C)OC(C(CC(C)C)C1=C(C=C(C(=C1)F)[N+](=O)[O-])F)=O (2-(2,5-difluoro-4-nitro-phenyl)-4-methyl-pentanoic acid ethyl ester). As a reaction SMILES: [F:1][C:2]1[CH:7]=[C:6]([N+:8]([O-:10])=[O:9])[C:5]([F:11])=[CH:4][C:3]=1[CH:12]([CH2:16][CH:17]([CH3:19])[CH3:18])[C:13]([OH:15])=[O:14].OS(O)(=O)=O.[CH3:25][CH2:26]O>>[CH2:25]([O:14][C:13](=[O:15])[CH:12]([C:3]1[CH:4]=[C:5]([F:11])[C:6]([N+:8]([O-:10])=[O:9])=[CH:7][C:2]=1[F:1])[CH2:16][CH:17]([CH3:19])[CH3:18])[CH3:26]. Reported procedure: 2-(2,5-difluoro-4-nitro-phenyl)-4-methyl-pentanoic acid (29.0 g, 0.11 mol) was dissolved in EtOH (200 mL) and H2SO4 (96%) 10 mL added. The reaction mixture was refluxed for 3 h and the solvent evaporated to an oil which was dissolved in EtOAc. Water (150 mL) added and the reaction mixture was extracted with EtOAc (3×100 mL). Organic phases washed with saturated NaHCO3 (50 mL), water (100 mL) and brine (100 mL) then dried under MgSO4. The evaporation of solvent under reduced pressure gave 2-(2,5-... Run in C1CCOC1 (THF). Starting materials: C(#N)C1(CCOCC1)C(=O)OC (methyl 4-cyanotetrahydro-2H-pyran-4-carboxylate), [H-].[H-].[H-].[H-].[Li+].[Al+3] (LAH). Reaction conditions: time 18 hour. The product is NCC1(CCOCC1)CO ((4-(aminomethyl)tetrahydro-2H-pyran-4-yl)methanol). Procedure details: To the crude product from step 1 (0.944 g, 5.58 mmol) in THF (5 ml) (a dark brown solution) at 0° C. was added LAH (5.58 ml, 5.58 mmol) dropwise via a syringe. The brown mixture was warmed to room temperature and stirred for 18 hours. The resulting mixture was yellow cloudy. LC/MS showed containing desired product. To the reaction was added sodium sulfate decahydrate solid at 0° C. The mixture was stirred at room temperature for 20 min., then filtered and washed with DCM. The yellow filtrate was... As a reaction SMILES: [C:1]([C:3]1([C:9](OC)=[O:10])[CH2:8][CH2:7][O:6][CH2:5][CH2:4]1)#[N:2].[H-].[H-].[H-].[H-].[Li+].[Al+3]>C1COCC1>[NH2:2][CH2:1][C:3]1([CH2:9][OH:10])[CH2:8][CH2:7][O:6][CH2:5][CH2:4]1 |f:1.2.3.4.5.6|.